This data is from the Open Reaction Database (ORD), a public repository of structured organic reaction records. The task is: describe an organic reaction: reactants, conditions, products, and yield Starting materials: CO, O=C(O)c1ccc(Cl)nc1, Cl. Product: COC(=O)c1ccc(Cl)nc1. Reaction SMILES: [CH3:12][OH:13].[Cl:1][c:2]1[cH:3][cH:4][c:5]([C:8](=[O:9])[OH:10])[cH:6][n:7]1.[ClH:11]>>[Cl:1][c:2]1[cH:3][cH:4][c:5]([C:8]([O:9][CH3:12])=[O:10])[cH:6][n:7]1. The reactants are CCC(CN)N1C(=O)C(C)(CC(=O)OC)CC(c2cccc(Cl)c2)C1c1ccc(Cl)cc1, c1ccncc1, O=S(=O)(Cl)c1cccnc1. Product: CCC(CNS(=O)(=O)c1cccnc1)N1C(=O)C(C)(CC(=O)OC)CC(c2cccc(Cl)c2)C1c1ccc(Cl)cc1. RXN SMILES: [NH2:1][CH2:2][CH:3]([CH2:4][CH3:5])[N:6]1[C:7](=[O:32])[C:8]([CH3:26])([CH2:27][C:28](=[O:29])[O:30][CH3:31])[CH2:9][CH:10]([c:19]2[cH:20][c:21]([Cl:25])[cH:22][cH:23][cH:24]2)[CH:11]1[c:12]1[cH:13][cH:14][c:15]([Cl:18])[cH:16][cH:17]1.[cH:43]1[cH:44][cH:45][n:46][cH:47][cH:48]1.[n:33]1[cH:34][c:35]([S:39](=[O:40])(=[O:41])[Cl:42])[cH:36][cH:37][cH:38]1>>[NH:1]([CH2:2][CH:3]([CH2:4][CH3:5])[N:6]1[C:7](=[O:32])[C:8]([CH3:26])([CH2:27][C:28](=[O:29])[O:30][CH3:31])[CH2:9][CH:10]([c:19]2[cH:20][c:21]([Cl:25])[cH:22][cH:23][cH:24]2)[CH:11]1[c:12]1[cH:13][cH:14][c:15]([Cl:18])[cH:16][cH:17]1)[S:39]([c:35]1[cH:34][n:33][cH:38][cH:37][cH:36]1)(=[O:40])=[O:41]. The reactants are CN(C)C=O, CC(C)NC(C)C, O=C(Cl)C(=O)Cl, ClCCl, O=C(O)c1ccc(O)cc1. The product is CC(C)N(C(=O)c1ccc(O)cc1)C(C)C. As a reaction SMILES: [CH3:17][N:18]([CH3:19])[CH:20]=[O:21].[CH:22]([CH3:23])([CH3:24])[NH:25][CH:26]([CH3:27])[CH3:28].[Cl:11][C:12]([C:13]([Cl:14])=[O:15])=[O:16].[Cl:29][CH2:30][Cl:31].[OH:1][C:2](=[O:3])[c:4]1[cH:5][cH:6][c:7]([OH:8])[cH:9][cH:10]1>>[C:2](=[O:3])([c:4]1[cH:5][cH:6][c:7]([OH:8])[cH:9][cH:10]1)[N:25]([CH:22]([CH3:23])[CH3:24])[CH:26]([CH3:27])[CH3:28].